Dataset: the Open Reaction Database (ORD), a public repository of structured organic reaction records. Task: describe an organic reaction: reactants, conditions, products, and yield The reactants are Cl (hydrogen chloride), C(C)(C)(C)OC(CCOC(C(C)OC=1C2=C(N=CN1)OC(=C2C2=CC=C(C=C2)OC)C2=CC=CC=C2)C)=O (3-(2-{[5-(4-methoxyphenyl)-6-phenylfuro[2,3-d]pyrimidin-4-yl]oxy}-1-methylpropoxy)propionic acid tert.-butyl ester). Run in O1CCOCC1 (dioxan). Run at time 16 hour. The product is COC1=CC=C(C=C1)C1=C(OC=2N=CN=C(C21)OC(C(OCCC(=O)O)C)C)C2=CC=CC=C2 (3-(2-{[5-(4-Methoxyphenyl)-6-phenylfuro[2,3-d]pyrimidin-4-yl]oxy}-1-methylpropoxy)propionic acid). As a reaction SMILES: Cl.C([O:6][C:7](=[O:39])[CH2:8][CH2:9][O:10][CH:11]([CH3:38])[CH:12]([O:14][C:15]1[C:16]2[C:23]([C:24]3[CH:29]=[CH:28][C:27]([O:30][CH3:31])=[CH:26][CH:25]=3)=[C:22]([C:32]3[CH:37]=[CH:36][CH:35]=[CH:34][CH:33]=3)[O:21][C:17]=2[N:18]=[CH:19][N:20]=1)[CH3:13])(C)(C)C>O1CCOCC1>[CH3:31][O:30][C:27]1[CH:26]=[CH:25][C:24]([C:23]2[C:16]3[C:15]([O:14][CH:12]([CH3:13])[CH:11]([CH3:38])[O:10][CH2:9][CH2:8][C:7]([OH:39])=[O:6])=[N:20][CH:19]=[N:18][C:17]=3[O:21][C:22]=2[C:32]2[CH:37]=[CH:36][CH:35]=[CH:34][CH:33]=2)=[CH:29][CH:28]=1. Procedure: Add 4.0 ml 4 N hydrogen chloride in dioxan to 500 mg (0.96 mmol) 3-(2-{[5-(4-methoxyphenyl)-6-phenylfuro[2,3-d]pyrimidin-4-yl]oxy}-1-methylpropoxy)propionic acid tert.-butyl ester and stir for 16 h at RT. After concentrating the reaction solution by evaporation under vacuum, purify the residue by preparative RP-HPLC (gradient: water/acetonitrile). 249 mg (56% of theor.) of the desired product is obtained as (R,S/S,R) racemate. The reactants are Cl[TeH]1(OC(=[NH+]C2=C1C=CC(=C2)O)C)(Cl)Cl (1,1,1-Trichloro-6-hydroxy-3-methyl-2,1,4-benzoxatellurazinium), [OH-].[Na+] (sodium hydroxide), Cl (hydrochloric acid), [BH4-].[Na+] (sodium borohydride). The solvent is CO (methanol), O (water). Product: [Cl-].OC=1C=CC2=C([NH2+]C([Te]2)C)C1 (5-Hydroxy-2-methyl-3H-benzotellurazolium Chloride). Reaction SMILES: [Cl:1][TeH:2]1(Cl)(Cl)[C:7]2[CH:8]=[CH:9][C:10]([OH:12])=[CH:11][C:6]=2[NH+:5]=[C:4]([CH3:13])O1.[OH-].[Na+].[BH4-].[Na+].Cl>CO.O>[Cl-:1].[OH:12][C:10]1[CH:9]=[CH:8][C:7]2[Te:2][CH:4]([CH3:13])[NH2+:5][C:6]=2[CH:11]=1 |f:1.2,3.4,8.9|. Procedure details: 1,1,1-Trichloro-6-hydroxy-3-methyl-2,1,4-benzoxatellurazinium, inner salt (Example 11) (19.2 g=0.05 mole) was dissolved in methanol (200 ml) with addition of sodium hydroxide (4 g) in water (20 ml). The reduction was carried out under a nitrogen atmosphere, using sodium borohydride (4.3 g=0.11 mole), after the addition of which the solution became clear. The reaction mixture was cooled to ≃10° C., and concentrated hydrochloric acid (65 ml) was added in one portion. Considerable black precipitate... The reactants are C(C)O (ethanol), C(C1=CC(OC)=C(OC)C=C1)(=O)CC(=O)OCC (ethyl veratroylacetate), C(C)NC(=O)NCC (N,N'-diethylurea). The reagents and catalysts are Cl (hydrochloric acid), Cl (hydrochloric acid). Run in O (water). Conditions: temperature 120 celsius. Yields the product C(C)N1C(N(C(C=C1C1=CC(=C(C=C1)OC)OC)=O)CC)=O (1,3-diethyl-6-(3,4-dimethoxyphenyl)-2,4(1H,3H)-pyrimidinedione). The yield is 26.5%. As a reaction SMILES: [C:1]([CH2:13][C:14]([O:16]CC)=O)(=O)[C:2]1[CH:11]=[CH:10][C:7]([O:8][CH3:9])=[C:4]([O:5][CH3:6])[CH:3]=1.[CH2:19]([NH:21][C:22]([NH:24][CH2:25][CH3:26])=[O:23])[CH3:20].C(O)C>Cl.O>[CH2:19]([N:21]1[C:1]([C:2]2[CH:11]=[CH:10][C:7]([O:8][CH3:9])=[C:4]([O:5][CH3:6])[CH:3]=2)=[CH:13][C:14](=[O:16])[N:24]([CH2:25][CH3:26])[C:22]1=[O:23])[CH3:20]. Reported procedure: To a mixture of ethyl veratroylacetate (10 g) and N,N'-diethylurea (5.06 g) were added conc. hydrochloric acid (1 drop) and ethanol (1 ml). The mixture was heated at 120° C. for 3.5 hours under reduced pressure. To the residue was added another conc. hydrochloric acid (2 drops) and the mixture was heated again at 120° C. for 4 hours under reduced pressure. To the reaction mixture was added water and extracted with ethyl acetate. The extract was dried over magnesium sulfate and evaporated under r... Starting materials: NC[C@H]1N(CCC[C@H]1C)C(=O)C1=C(C=CC=C1C1=NC=CC=N1)C (((2S,3R)-2-(aminomethyl)-3-methylpiperidin-1-yl)(2-methyl-6-(pyrimidin-2-yl)phenyl)methanone), ClC1=NC=C(C=N1)C(F)(F)F (2-chloro-5-(trifluoromethyl)pyrimidine). Yields the product C[C@H]1[C@H](N(CCC1)C(=O)C1=C(C=CC=C1C1=NC=CC=N1)C)CNC1=NC=C(C=N1)C(F)(F)F (((2S,3R)-3-Methyl-2-(((5-(trifluoromethyl)pyrimidin-2-yl)amino)methyl)piperidin-1-yl)(2-methyl-6-(pyrimidin-2-yl)phenyl)methanone). As a reaction SMILES: [NH2:1][CH2:2][C@@H:3]1[C@H:8]([CH3:9])[CH2:7][CH2:6][CH2:5][N:4]1[C:10]([C:12]1[C:17]([C:18]2[N:23]=[CH:22][CH:21]=[CH:20][N:19]=2)=[CH:16][CH:15]=[CH:14][C:13]=1[CH3:24])=[O:11].Cl[C:26]1[N:31]=[CH:30][C:29]([C:32]([F:35])([F:34])[F:33])=[CH:28][N:27]=1>>[CH3:9][C@@H:8]1[CH2:7][CH2:6][CH2:5][N:4]([C:10]([C:12]2[C:17]([C:18]3[N:19]=[CH:20][CH:21]=[CH:22][N:23]=3)=[CH:16][CH:15]=[CH:14][C:13]=2[CH3:24])=[O:11])[C@@H:3]1[CH2:2][NH:1][C:26]1[N:31]=[CH:30][C:29]([C:32]([F:35])([F:34])[F:33])=[CH:28][N:27]=1. Procedure: The title compound was prepared following the same general protocol as described for Example A306 using ((2S,3R)-2-(aminomethyl)-3-methylpiperidin-1-yl)(2-methyl-6-(pyrimidin-2-yl)phenyl)methanone and 2-chloro-5-(trifluoromethyl)pyrimidine. ESI-MS (m/z): 471 [M+1]+. The reactants are O=C(O)c1ccc(Br)o1, C1CCOC1, O=C(Cl)C(=O)Cl, CN(C)C=O. Product: O=C(Cl)c1ccc(Br)o1. As a reaction SMILES: [Br:1][c:2]1[cH:3][cH:4][c:5]([C:7](=[O:8])[OH:9])[o:6]1.[CH2:21]1[O:22][CH2:23][CH2:24][CH2:25]1.[Cl:10][C:11]([C:12]([Cl:13])=[O:14])=[O:15].[O:16]=[CH:17][N:18]([CH3:19])[CH3:20]>>[Br:1][c:2]1[cH:3][cH:4][c:5]([C:7](=[O:9])[Cl:10])[o:6]1.